From a dataset of the Open Reaction Database (ORD), a public repository of structured organic reaction records. describe an organic reaction: reactants, conditions, products, and yield The reactants are CC(=O)C (acetone), O(C1=CC=CC=C1)CC(=O)Cl (phenoxyacetyl chloride), CC(=O)C (acetone), CC(=O)OCC1=C(N2[C@@H]([C@@H](C2=O)N)SC1)C(=O)O (7-aminocephalosporanic acid), C(O)([O-])=O.[Na+] (sodium hydrogen carbonate), [Cl-].[Ca+2].[Cl-] (calcium chloride). Run in O (water), CO (methanol). Run at temperature 70 celsius, time 1.5 hour. Product: C1(CCCCC1)[NH2+]C1CCCCC1.COCC=1CS[C@H]2N(C1C(=O)[O-])C(C2NC(COC2=CC=CC=C2)=O)=O (Dicyclohexylammonium 3-methoxymethyl-7-phenoxyacetamido-3-cephem-4-carboxylate). Isolated yield 20.4%. As a reaction SMILES: C[C:2]([O:4][CH2:5][C:6]1[CH2:15][S:14][C@@H:9]2[C@H:10]([NH2:13])[C:11](=[O:12])[N:8]2[C:7]=1[C:16]([OH:18])=[O:17])=O.C(=O)([O-])O.[Na+].[Cl-].[Ca+2].[Cl-].[O:27]([CH2:34][C:35](Cl)=[O:36])[C:28]1[CH:33]=[CH:32][CH:31]=[CH:30][CH:29]=1.[CH3:38][C:39](C)=O>CO.O>[CH:11]1([NH2+:8][CH:7]2[CH2:6][CH2:15][CH2:39][CH2:38][CH2:16]2)[CH2:10][CH2:9][CH2:33][CH2:28][CH2:29]1.[CH3:2][O:4][CH2:5][C:6]1[CH2:15][S:14][C@@H:9]2[CH:10]([NH:13][C:35](=[O:36])[CH2:34][O:27][C:28]3[CH:33]=[CH:32][CH:31]=[CH:30][CH:29]=3)[C:11](=[O:12])[N:8]2[C:7]=1[C:16]([O-:18])=[O:17] |f:1.2,3.4.5,10.11|. Reported procedure: 5 g of 7-aminocephalosporanic acid and 3.1 g of sodium hydrogen carbonate were dissolved in 50 ml of 66% v/v aqueous methanol, and 75 g of anhydrous calcium chloride were added. The mixture was then stirred at 70° C. for 1.5 hours, after which it was cooled, 100 ml of water and 50 ml of acetone were added, and the mixture was ice-cooled. To the mixture was then added dropwise, with stirring, a solution of 3.75 g of phenoxyacetyl chloride in 20 ml of acetone and the mixture was allowed to stand a... The reactants are CC(C(=O)N1CCC2=CC(=C(C=C12)[N+](=O)[O-])OC)(C)O (2-methyl-1-[5-(methyloxy)-6-nitro-2,3-dihydro-1H-indol-1-yl]-1-oxo-2-propanol), N#N (N2). Reagents/catalysts: [Pd] (Pd/C). The solvent is C(C)(=O)OCC (ethyl acetate), C(C)O (Ethanol). Yields the product NC1=C(C=C2CCN(C2=C1)C(C(C)(O)C)=O)OC (1-[6-amino-5-(methyloxy)-2,3-dihydro-1H-indol-1-yl]-2-methyl-1-oxo-2-propanol). Isolated yield 93.2%. As a reaction SMILES: [CH3:1][C:2]([OH:20])([CH3:19])[C:3]([N:5]1[C:13]2[C:8](=[CH:9][C:10]([O:17][CH3:18])=[C:11]([N+:14]([O-])=O)[CH:12]=2)[CH2:7][CH2:6]1)=[O:4].N#N>C(OCC)(=O)C.C(O)C.[Pd]>[NH2:14][C:11]1[CH:12]=[C:13]2[C:8]([CH2:7][CH2:6][N:5]2[C:3](=[O:4])[C:2]([CH3:1])([OH:20])[CH3:19])=[CH:9][C:10]=1[O:17][CH3:18]. Reported procedure: A solution of 2-methyl-1-[5-(methyloxy)-6-nitro-2,3-dihydro-1H-indol-1-yl]-1-oxo-2-propanol (840 mg, 3.00 mmol) in ethyl acetate (100 mL) and Ethanol (50 mL) was degassed with N2 and to this was added 10% Pd/C (31.9 mg, 0.300 mmol). The reaction was maintained at 50 psi H2(g) overnight at rt on the Fisher-Porter apparatus. The catalyst was removed by vacuum filtration, rinsed with ethyl acetate (200 mL), and the filtrate was concentrated under reduced pressure to provide 1-[6-amino-5-(methyloxy)... Reactants: C1(=CC=C(C=C1)S(=O)(=O)O)C (para-toluenesulfonic acid), C1(=CC=CC=C1)CC=O (phenylacetaldehyde), C1CCCCC1 (cyclohexane), CC(C(C)S)S (2,3-butanedithiol). The solvent is O (water). Run at time 30 minute. Product: C(C1=CC=CC=C1)C1SC(C(S1)C)C (2-BENZYL-4,5-DIMETHYL-1,3-DITHIOLANE). RXN SMILES: C1(C)C=CC(S(O)(=O)=O)=CC=1.C1CCCCC1.[CH3:18][CH:19]([SH:23])[CH:20]([SH:22])[CH3:21].[C:24]1([CH2:30][CH:31]=O)[CH:29]=[CH:28][CH:27]=[CH:26][CH:25]=1>O>[CH2:30]([CH:31]1[S:23][CH:19]([CH3:18])[CH:20]([CH3:21])[S:22]1)[C:24]1[CH:29]=[CH:28][CH:27]=[CH:26][CH:25]=1. Procedure: Into a 100 ml flask equipped with reflux condenser and magnetic stirring bar and hot plate equipped with magnetic stirring apparatus is placed 0.2 grams of para-toluenesulfonic acid, 5 ml cyclohexane and 6.1 grams (0.05 moles) of 2,3-butanedithiol. With stirring, over a period of 30 minutes, 6.0 grams (0.05 moles) of phenylacetaldehyde is added to the reaction mass. The reaction mass is then heated to reflux and refluxed for a period of 10 hours during which time water of formation is removed. A... The reactants are C=CCOCCc1ccccc1, C1CCOC1, B1C2CCCC1CCC2, [Na+], [OH-], O, OO. The product is OCCCOCCc1ccccc1. Reaction SMILES: [CH2:1]([CH:2]=[CH2:3])[O:4][CH2:5][CH2:6][c:7]1[cH:8][cH:9][cH:10][cH:11][cH:12]1.[CH2:26]1[O:27][CH2:28][CH2:29][CH2:30]1.[CH:13]12[CH2:14][CH2:15][CH2:16][CH:17]([BH:18]1)[CH2:19][CH2:20][CH2:21]2.[Na+:23].[OH-:22].[OH2:31].[OH:24][OH:25]>>[CH2:1]([CH2:2][CH2:3][OH:22])[O:4][CH2:5][CH2:6][c:7]1[cH:8][cH:9][cH:10][cH:11][cH:12]1.